From a dataset of the Open Reaction Database (ORD), a public repository of structured organic reaction records. describe an organic reaction: reactants, conditions, products, and yield Starting materials: C(C1=CC=CC=C1)N1CCC(CC1)/C=C/C#N ((E)-3-(1-benzylpiperidin-4-yl)-2-propenenitrile). The reagents and catalysts are [Pt](=O)=O (platinum(IV) oxide). Solvent: CO (methanol). Conditions: time 8 hour. Yields the product C(C1=CC=CC=C1)N1CCC(CC1)CCC#N (3-(1-benzylpiperidin-4-yl)propanenitrile). The yield is 48.7%. As a reaction SMILES: [CH2:1]([N:8]1[CH2:13][CH2:12][CH:11](/[CH:14]=[CH:15]/[C:16]#[N:17])[CH2:10][CH2:9]1)[C:2]1[CH:7]=[CH:6][CH:5]=[CH:4][CH:3]=1>CO.[Pt](=O)=O>[CH2:1]([N:8]1[CH2:13][CH2:12][CH:11]([CH2:14][CH2:15][C:16]#[N:17])[CH2:10][CH2:9]1)[C:2]1[CH:7]=[CH:6][CH:5]=[CH:4][CH:3]=1. Procedure details: A mixture of (E)-3-(1-benzylpiperidin-4-yl)-2-propenenitrile (5.5 g) and platinum(IV) oxide (0.5 g) in methanol (70 ml) was hydrogenated at atmospheric pressure for 8 hours. After platinum(IV) oxide was removed by filtration, the filtrate was evaporated in vacuo to give 3-(1-benzylpiperidin-4-yl)propanenitrile (2.7 g) as an oil. Starting materials: ice, CC1(OC2=C(C1)C=C(C=C2C=O)C2=CC=CC=C2)C (2,2-dimethyl-5-phenyl-2,3-dihydrobenzofuran-7-carbaldehyde), [BH4-].[Na+] (sodium borohydride). Solvent: CO (methanol). Run at temperature 0 celsius, time 3 hour. The product is CC1(OC2=C(C1)C=C(C=C2CO)C2=CC=CC=C2)C ((2,2-dimethyl-5-phenyl-2,3-dihydrobenzofuran-7-yl)methanol). RXN SMILES: [CH3:1][C:2]1([CH3:19])[CH2:6][C:5]2[CH:7]=[C:8]([C:13]3[CH:18]=[CH:17][CH:16]=[CH:15][CH:14]=3)[CH:9]=[C:10]([CH:11]=[O:12])[C:4]=2[O:3]1.[BH4-].[Na+]>CO>[CH3:1][C:2]1([CH3:19])[CH2:6][C:5]2[CH:7]=[C:8]([C:13]3[CH:18]=[CH:17][CH:16]=[CH:15][CH:14]=3)[CH:9]=[C:10]([CH2:11][OH:12])[C:4]=2[O:3]1 |f:1.2|. Reported procedure: To an ice cold solution of 2,2-dimethyl-5-phenyl-2,3-dihydrobenzofuran-7-carbaldehyde (545) (1 g, 3.96 mmol) in methanol (20 mL) was added portion wise sodium borohydride (179.9 mg, 4.76 mmol). The resulting mixture was stirred at 0° C. for 3 hours, quenched slowly with water. The product was extracted with dichloromethane. The organic layer was separated, dried over sodium sulfate, filtered and concentrated in vacuo. The residue was purified by flash chromatography on silica gel (20% EtOAc in h...